From a dataset of the Open Reaction Database (ORD), a public repository of structured organic reaction records. describe an organic reaction: reactants, conditions, products, and yield Starting materials: [N+](=O)([O-])C=1C=C(C(=O)NC2COC2)C=CC1 (3-Nitro-N-(oxetan-3-yl)benzamide). The reagents and catalysts are [Pd] (Pd/C). Solvent: CO (methanol), CO (methanol). Reaction conditions: time 20 minute. Product: NC=1C=C(C(=O)NC2COC2)C=CC1 (3-Amino-N-(oxetan-3-yl)benzamide). The yield is 92.5%. Reaction SMILES: [N+:1]([C:4]1[CH:5]=[C:6]([CH:14]=[CH:15][CH:16]=1)[C:7]([NH:9][CH:10]1[CH2:13][O:12][CH2:11]1)=[O:8])([O-])=O>CO.[Pd]>[NH2:1][C:4]1[CH:5]=[C:6]([CH:14]=[CH:15][CH:16]=1)[C:7]([NH:9][CH:10]1[CH2:13][O:12][CH2:11]1)=[O:8]. Procedure: To a stirred solution of 3-Nitro-N-(oxetan-3-yl)benzamide (0.06 g, 0.270 mmol) in methanol (5 ml) was added Pd/C (2.87 mg) and the reaction mixture was stirred under hydrogen atmosphere for 20 min. The reaction mixture was diluted with methanol (10 ml) and the mixture was filtered through celite, and the filtrate was concentrated under vacuum to afford the title compound (48 mg).